Task: describe an organic reaction: reactants, conditions, products, and yield. Dataset: the Open Reaction Database (ORD), a public repository of structured organic reaction records Starting materials: N1=C(C=CC=C1C)C (2,6-Lutidine), FC(C(=O)OC(C(F)(F)F)=O)(F)F (trifluoroacetic anhydride), N1(CC=CC1)C(=O)OC(C)(C)C (tert-butyl 2,5-dihydro-1H-pyrrole-1-carboxylate), F[B-](F)(F)F.ClC=1C=CC(=C(C1)[N+]#N)F (5-chloro-2-fluorobenzenediazonium tetrafluoroborate). Reagents/catalysts: C(C)(=O)[O-].[Pd+2].C(C)(=O)[O-] (Palladium(II) acetate). The solvent is C1(=CC=CC=C1)C (toluene), O (water), C(Cl)(Cl)(Cl)Cl (carbon tetrachloride). Reaction conditions: temperature 23 celsius, time 5 hour. Yields the product ClC=1C=CC(=C(C1)C1CN(C=C1)C(=O)OC(C)(C)C)F (tert-butyl 3-(5-chloro-2-fluorophenyl)-2,3-dihydro-1H-pyrrole-1-carboxylate). RXN SMILES: [N:1]1([C:6]([O:8][C:9]([CH3:12])([CH3:11])[CH3:10])=[O:7])[CH2:5][CH:4]=[CH:3][CH2:2]1.F[B-](F)(F)F.[Cl:18][C:19]1[CH:20]=[CH:21][C:22]([F:27])=[C:23]([N+]#N)[CH:24]=1.N1C(C)=CC=CC=1C.FC(F)(F)C(OC(=O)C(F)(F)F)=O>O.C(Cl)(Cl)(Cl)Cl.C1(C)C=CC=CC=1.C([O-])(=O)C.[Pd+2].C([O-])(=O)C>[Cl:18][C:19]1[CH:24]=[CH:23][C:22]([F:27])=[C:21]([CH:3]2[CH:4]=[CH:5][N:1]([C:6]([O:8][C:9]([CH3:12])([CH3:11])[CH3:10])=[O:7])[CH2:2]2)[CH:20]=1 |f:1.2,8.9.10|. Procedure: Palladium(II) acetate (106 mg, 0.473 mmol, 0.020 equiv) was added to a vigorously stirred, deoxygenated mixture of tert-butyl 2,5-dihydro-1H-pyrrole-1-carboxylate (4.00 g, 23.6 mmol, 1 equiv) and 5-chloro-2-fluorobenzenediazonium tetrafluoroborate (10.4 g, 42.5 mmol, 1.80 equiv) in water and carbon tetrachloride (1:1, 150 mL) at 23° C., and the resulting mixture was stirred for 20 hours. The reaction mixture was partitioned between saturated aqueous sodium bicarbonate solution (200 ml) and dichl... The reactants are C(C)(C)(C)OC(=O)N[C@H](C(=O)N[C@H](C(=O)O)CC1=CC(=C(C=C1)OCC(=O)OC)C(=O)OC)CC1=CC=CC=C1 ((2S)-2-({(2S)-2-[(tert-butoxycarbonyl)amino]-3-phenylpropanoyl}amino)-3-[3-(methoxycarbonyl)4-(2-methoxy-2-oxoethoxy)phenyl]propanoic acid), Cl.NOCC1=CC=C(C=C1)C1=CC=CC=C1 (4-[(aminooxy)methyl]-1,1′-biphenyl hydrochloride). Product: C1(=CC=C(C=C1)CONC([C@H](CC=1C=CC(=C(C(=O)O)C1)OCC(=O)O)NC([C@H](CC1=CC=CC=C1)NC(=O)OC(C)(C)C)=O)=O)C1=CC=CC=C1 (5-[(2S)-3-[([1,1′-Biphenyl]-4-ylmethoxy)amino]-2-({(2S)-2-[(tert-butoxycarbonyl)amino]-3-phenylpropanoyl}amino)-3-oxopropyl]-2-(carboxymethoxy)benzoic Acid). The yield is 41.3%. Reaction SMILES: [C:1]([O:5][C:6]([NH:8][C@@H:9]([CH2:34][C:35]1[CH:40]=[CH:39][CH:38]=[CH:37][CH:36]=1)[C:10]([NH:12][C@@H:13]([CH2:17][C:18]1[CH:23]=[CH:22][C:21]([O:24][CH2:25][C:26]([O:28]C)=[O:27])=[C:20]([C:30]([O:32]C)=[O:31])[CH:19]=1)[C:14](O)=[O:15])=[O:11])=[O:7])([CH3:4])([CH3:3])[CH3:2].Cl.[NH2:42][O:43][CH2:44][C:45]1[CH:50]=[CH:49][C:48]([C:51]2[CH:56]=[CH:55][CH:54]=[CH:53][CH:52]=2)=[CH:47][CH:46]=1>>[C:48]1([C:51]2[CH:52]=[CH:53][CH:54]=[CH:55][CH:56]=2)[CH:49]=[CH:50][C:45]([CH2:44][O:43][NH:42][C:14](=[O:15])[C@@H:13]([NH:12][C:10](=[O:11])[C@@H:9]([NH:8][C:6]([O:5][C:1]([CH3:2])([CH3:3])[CH3:4])=[O:7])[CH2:34][C:35]2[CH:36]=[CH:37][CH:38]=[CH:39][CH:40]=2)[CH2:17][C:18]2[CH:23]=[CH:22][C:21]([O:24][CH2:25][C:26]([OH:28])=[O:27])=[C:20]([CH:19]=2)[C:30]([OH:32])=[O:31])=[CH:46][CH:47]=1 |f:1.2|. Procedure details: Synthesis was performed from (2S)-2-({(2S)-2-[(tert-butoxycarbonyl)amino]-3-phenylpropanoyl}amino)-3-[3-(methoxycarbonyl)4-(2-methoxy-2-oxoethoxy)phenyl]propanoic acid (91 mg, 0.16 mmol) and 4-[(aminooxy)methyl]-1,1′-biphenyl hydrochloride (46 mg, 0.20 mmol) according to Method C with HPLC purification to give the title compound (47 mg). 1H-NMR (400 MHz, CD3OD-Me2SO-d6) d 7.74-7.16 (17H), 4.84 (1H), 4.76 (1H), 4.64 (s, 2H), 4.32 (m, 1H), 3.03 (m, 3H), 1.41 (s, 9H); IR (KBr) 3272, 2978, 1681, 165... Starting materials: Cl (HCl), C[C@](C(=O)NOC1OCCCC1)(CCN1C(C=C(C=C1)C1=CC=C(C=C1)OC[C@@H]1CC[C@@H](CC1)OC1OCCCC1)=O)S(=O)(=O)C ((2R)-2-methyl-2-(methylsulfonyl)-4-[2-oxo-4-(4-{[cis-4-(tetrahydro-2H-pyran-2-yloxy)cyclohexyl]methoxy}phenyl)pyridin-1 (2H)-yl]-N-(tetrahydro-2H-pyran-2-yloxy)butanamide). Solvent: O1CCOCC1 (1,4-dioxane). Yields the product ONC([C@@](CCN1C(C=C(C=C1)C1=CC=C(C=C1)OC[C@@H]1CC[C@@H](CC1)O)=O)(S(=O)(=O)C)C)=O ((2R)—N-hydroxy-4-[4-{4-[(cis-4-hydroxycyclohexyl)methoxy]phenyl}-2-oxopyridin-1(2H)-yl]-2-methyl-2-(methylsulfonyl)butanamide). Isolated yield 89.6%. Reaction SMILES: Cl.[CH3:2][C@@:3]([S:44]([CH3:47])(=[O:46])=[O:45])([CH2:14][CH2:15][N:16]1[CH:21]=[CH:20][C:19]([C:22]2[CH:27]=[CH:26][C:25]([O:28][CH2:29][C@H:30]3[CH2:35][CH2:34][C@@H:33]([O:36]C4CCCCO4)[CH2:32][CH2:31]3)=[CH:24][CH:23]=2)=[CH:18][C:17]1=[O:43])[C:4]([NH:6][O:7]C1CCCCO1)=[O:5]>O1CCOCC1>[OH:7][NH:6][C:4](=[O:5])[C@:3]([CH3:2])([S:44]([CH3:47])(=[O:46])=[O:45])[CH2:14][CH2:15][N:16]1[CH:21]=[CH:20][C:19]([C:22]2[CH:27]=[CH:26][C:25]([O:28][CH2:29][C@H:30]3[CH2:31][CH2:32][C@@H:33]([OH:36])[CH2:34][CH2:35]3)=[CH:24][CH:23]=2)=[CH:18][C:17]1=[O:43]. Procedure: HCl (1.0 N in water, 1.02 mL) was added to a solution of (2R)-2-methyl-2-(methylsulfonyl)-4-[2-oxo-4-(4-{[cis-4-(tetrahydro-2H-pyran-2-yloxy)cyclohexyl]methoxy}phenyl)pyridin-1 (2H)-yl]-N-(tetrahydro-2H-pyran-2-yloxy)butanamide (135 mg, 0.204 mmol) in 1,4-dioxane (5.0 mL). After 1 hour the reaction was concentrated to give a white solid. The solid was triturated with ethanol at 50° C., for 30 minutes. After cooling, filtration afforded the title compound as a white solid (90 mg, 90%). LCMS m/z 4... RXN SMILES: C([O:8][C:9]1[CH:14]=[CH:13][CH:12]=[CH:11][C:10]=1[C:15]1[NH:16][CH:17]=[CH:18][CH:19]=1)C1C=CC=CC=1>[Pd].CO>[OH:8][C:9]1[CH:14]=[CH:13][CH:12]=[CH:11][C:10]=1[C:15]1[NH:16][CH:17]=[CH:18][CH:19]=1. Procedure: 150 mg of 10% strength palladium-on-charcoal catalyst are added to 1.5 g (6 millimoles) of 2-(o-benzyloxyphenyl) -pyrrole in 30 ml of methanol and hydrogenation is carried out under slightly superatmospheric pressure. The residue which remains after separating off the catalyst and evaporating the filtrate is recrystallized from toluene/petroleum ether (40°/60° C.). the yield is 0.8 g, ie. 84% of theory; melting point 100-101° C. Run in CO (methanol). The reagents and catalysts are [Pd] (palladium-on-charcoal). Starting materials: C(C1=CC=CC=C1)OC1=C(C=CC=C1)C=1NC=CC1 (2-(o-benzyloxyphenyl) -pyrrole). The product is OC1=C(C=CC=C1)C=1NC=CC1 (2-(o-Hydroxyphenyl)-pyrrole). Reactants: NC(CCCC(=O)OC)C1=C(C=CC=C1OC)OC (methyl 5-amino-5-(2,6-dimethoxyphenyl)pentanoate), C1(=CC=CC=C1)C=1SC=C(N1)C=O (2-phenylthiazole-4-carbaldehyde). The product is COC1=C(C(=CC=C1)OC)C1CCCC(N1CC=1N=C(SC1)C1=CC=CC=C1)=O (6-(2,6-dimethoxyphenyl)-1-((2-phenylthiazol-4-yl)methyl)piperidin-2-one). As a reaction SMILES: [NH2:1][CH:2]([C:10]1[C:15]([O:16][CH3:17])=[CH:14][CH:13]=[CH:12][C:11]=1[O:18][CH3:19])[CH2:3][CH2:4][CH2:5][C:6]([O:8]C)=O.[C:20]1([C:26]2[S:27][CH:28]=[C:29]([CH:31]=O)[N:30]=2)[CH:25]=[CH:24][CH:23]=[CH:22][CH:21]=1>>[CH3:19][O:18][C:11]1[CH:12]=[CH:13][CH:14]=[C:15]([O:16][CH3:17])[C:10]=1[CH:2]1[N:1]([CH2:31][C:29]2[N:30]=[C:26]([C:20]3[CH:21]=[CH:22][CH:23]=[CH:24][CH:25]=3)[S:27][CH:28]=2)[C:6](=[O:8])[CH2:5][CH2:4][CH2:3]1. Procedure details: Prepared according to the described general procedure 1 (GP1) by reaction of methyl 5-amino-5-(2,6-dimethoxyphenyl)pentanoate with commercially available 2-phenylthiazole-4-carbaldehyde. Subsequent purification by preparative HPLC afforded the target compound. LC-MS (conditions A): tR=0.87 min.; [M+H]+: 408.99 g/mol.